Dataset: the Open Reaction Database (ORD), a public repository of structured organic reaction records. Task: describe an organic reaction: reactants, conditions, products, and yield Starting materials: CO, CN1CCN(c2cncc([N+](=O)[O-])c2N)CC1. The product is CN1CCN(c2cncc(N)c2N)CC1. RXN SMILES: [CH3:18][OH:19].[CH3:1][N:2]1[CH2:3][CH2:4][N:5]([c:8]2[cH:9][n:10][cH:11][c:12]([N+:15]([O-:16])=[O:17])[c:13]2[NH2:14])[CH2:6][CH2:7]1>>[CH3:1][N:2]1[CH2:3][CH2:4][N:5]([c:8]2[cH:9][n:10][cH:11][c:12]([NH2:15])[c:13]2[NH2:14])[CH2:6][CH2:7]1. Reactants: COC1=CC=CC=2OCC3(OC3)COC21 (6-methoxy-3,4-dihydro-2H-1,5-benzodioxepin-3-spiro-2'-oxirane), C(\C=C/C(=O)O)(=O)O.C(C)(C)(C)NCC1(COC2=C(OC1)C=CC=C2OC)O (3-tert-butylaminomethyl-3-hydroxy-6-methoxy-3,4-dihydro-2H-1,5-benzodioxepin hydrogen maleate), C(C)(C)(C)N (tert-butylamine), amine, C(\C=C/C(=O)O)(=O)O (maleic acid), product. Solvent: CO (methanol), C(C)(=O)OCC (ethyl acetate), C(C)(=O)OCC (ethyl acetate). Run at time 16 hour. The product is C(C)(C)(C)NCC1(COC2=C(OC1)C=CC=C2OC)O (3-tert-butylaminomethyl-3-hydroxy-6-methoxy-3,4-dihydro-2H-1,5-benzodioxepin). As a reaction SMILES: COC1C2OCC3(CO3)COC=2C=CC=1.C(N)(C)(C)C.C(O)(=O)/C=C\C(O)=O.C(O)(=O)/C=C\C(O)=O.[C:37]([NH:41][CH2:42][C:43]1([OH:56])[CH2:49][O:48][C:47]2[CH:50]=[CH:51][CH:52]=[C:53]([O:54][CH3:55])[C:46]=2[O:45][CH2:44]1)([CH3:40])([CH3:39])[CH3:38]>CO.C(OCC)(=O)C>[C:37]([NH:41][CH2:42][C:43]1([OH:56])[CH2:49][O:48][C:47]2[CH:50]=[CH:51][CH:52]=[C:53]([O:54][CH3:55])[C:46]=2[O:45][CH2:44]1)([CH3:40])([CH3:39])[CH3:38] |f:3.4|. Procedure details: A suspension of 6-methoxy-3,4-dihydro-2H-1,5-benzodioxepin-3-spiro-2'-oxirane (520 mg.; 2.5 mmole) in a mixture of tert-butylamine (548 mg.; 7.5 mmole) and methanol (4 ml.) is stirred at room temperature for 16 hours, by which time the solid dissolves, and reaction is complete as shown by thin layer chromatography (TLC). Evaporation of the solution yields 726 mg. of product in the form of an oil. A solution of the crude amine (698.5 mg.; 2.48 mmole) in ethyl acetate (7 ml.) is added to a hot sol... Starting materials: ClC1=CC=C(C=C1)N1C([C@@H](CC1)NC(=O)OCC1=CC=CC=C1)=O (N-[(3R)-1-(4-chlorophenyl)-2-oxopyrrolidin-3-yl](phenylmethoxy)carboxamide). Reagents/catalysts: [OH-].[Pd+2].[OH-] (palladium hydroxide). Run in C(C)O (ethanol), C1=CCCCC1 (cyclohexene). Yields the product N[C@H]1C(N(CC1)C1=CC=C(C=C1)Cl)=O ((3R)-3-amino-1-(4-chlorophenyl)pyrrolidin-2-one). Reaction SMILES: [Cl:1][C:2]1[CH:7]=[CH:6][C:5]([N:8]2[CH2:12][CH2:11][C@@H:10]([NH:13]C(OCC3C=CC=CC=3)=O)[C:9]2=[O:24])=[CH:4][CH:3]=1>C(O)C.C1CCCCC=1.[OH-].[Pd+2].[OH-]>[NH2:13][C@@H:10]1[CH2:11][CH2:12][N:8]([C:5]2[CH:6]=[CH:7][C:2]([Cl:1])=[CH:3][CH:4]=2)[C:9]1=[O:24] |f:3.4.5|. Procedure: To a solution of N-[(3R)-1-(4-chlorophenyl)-2-oxopyrrolidin-3-yl](phenylmethoxy)carboxamide (0.2 g, 0.58 mmol) in ethanol (10 ml) and cyclohexene (4 ml) was added palladium hydroxide (40 mg). The reaction was refluxed vigorously overnight. Palladium was removed by filtration and the filtrate was concentrated to yield (3R)-3-amino-1-(4-chlorophenyl)pyrrolidin-2-one. Reaction SMILES: CO[CH:3]=[C:4]([CH2:7][CH2:8][CH2:9][CH:10]=[CH2:11])[CH:5]=O.Cl.[CH2:13]([C:18]1[CH:26]=[CH:25][C:21]([C:22]([NH2:24])=[NH:23])=[CH:20][CH:19]=1)[CH2:14][CH2:15][CH2:16][CH3:17].C[O-].[Na+].[Na].Cl>CO>[CH2:7]([C:4]1[CH:5]=[N:23][C:22]([C:21]2[CH:25]=[CH:26][C:18]([CH2:13][CH2:14][CH2:15][CH2:16][CH3:17])=[CH:19][CH:20]=2)=[N:24][CH:3]=1)[CH2:8][CH2:9][CH:10]=[CH2:11] |f:1.2,3.4,^1:29|. Product: C(CCC=C)C=1C=NC(=NC1)C1=CC=C(C=C1)CCCCC (5-(4-pentenyl)-2-(p-pentylphenyl)pyrimidine). Conditions: temperature 50 celsius, time 8 hour. The solvent is CO (methanol), CO (methanol). The reactants are [Na] (sodium), Cl (hydrochloric acid), COC=C(C=O)CCCC=C (3-methoxy-2-(4-pentenyl)acrolein), Cl.C(CCCC)C1=CC=C(C(=N)N)C=C1 (p-pentylbenzamidine hydrochloride), C[O-].[Na+] (sodium methylate). Reported procedure: A solution of 2.4 g of 3-methoxy-2-(4-pentenyl)acrolein and 3.4 g of p-pentylbenzamidine hydrochloride in 30 ml of methanol was treated dropwise while stirring with a sodium methylate solution prepared from 0.55 g of sodium and 5 ml of methanol. The reaction mixture was stirred overnight at 50° C. and then neutralized (pH 5) with 3N hydrochloric acid. The solvent was distilled off and the residue was taken up in diethyl ether and water. The aqueous phase was back-extracted with diethyl ether. Th... Reactants: C(C)(=O)O[BH-](OC(C)=O)OC(C)=O.[Na+] (Sodium triacetoxyborohydride), C([O-])(O)=O.[Na+] (sodium bicarbonate), OC1=C(C=C(C=O)C=C1)[N+](=O)[O-] (4-Hydroxy-3-nitrobenzaldehyde), FC=1C=C2C=C(NC2=CC1F)C=1C=CC(=C(C1)N)OC (5-(5,6-difluoro-1H-indol-2-yl)-2-methoxy-phenylamine). Solvent: C(Cl)Cl (methylene chloride), C(C)(=O)O (acetic acid). Conditions: time 1 hour. Product: FC=1C=C2C=C(NC2=CC1F)C=1C=CC(=C(C1)NCC1=CC(=C(C=C1)O)[N+](=O)[O-])OC ([5-(5,6-Difluoro-1H-indol-2-yl)-2-methoxy-phenyl](4-hydroxy-3-nitro-benzyl)-amine). The yield is 35.3%. Reaction SMILES: [OH:1][C:2]1[CH:9]=[CH:8][C:5]([CH:6]=O)=[CH:4][C:3]=1[N+:10]([O-:12])=[O:11].[F:13][C:14]1[CH:15]=[C:16]2[C:20](=[CH:21][C:22]=1[F:23])[NH:19][C:18]([C:24]1[CH:25]=[CH:26][C:27]([O:31][CH3:32])=[C:28]([NH2:30])[CH:29]=1)=[CH:17]2.C(O[BH-](OC(=O)C)OC(=O)C)(=O)C.[Na+].C(=O)(O)[O-].[Na+]>C(Cl)Cl.C(O)(=O)C>[F:13][C:14]1[CH:15]=[C:16]2[C:20](=[CH:21][C:22]=1[F:23])[NH:19][C:18]([C:24]1[CH:25]=[CH:26][C:27]([O:31][CH3:32])=[C:28]([NH:30][CH2:6][C:5]3[CH:8]=[CH:9][C:2]([OH:1])=[C:3]([N+:10]([O-:12])=[O:11])[CH:4]=3)[CH:29]=1)=[CH:17]2 |f:2.3,4.5|. Procedure details: 4-Hydroxy-3-nitrobenzaldehyde (0.334 g, 2.0 mmol) was added to a stirred mixture of 5-(5,6-difluoro-1H-indol-2-yl)-2-methoxy-phenylamine (0.548 g, 2.0 mmol) in methylene chloride (125 mL), followed by acetic acid (0.2 g). The resulting mixture was stirred at room temperature for 1 hour. Sodium triacetoxyborohydride (0.47 g, 2.2 mmol) was added in one portion, and the resulting homogeneous solution stirred at room temperature for 7 days. Saturated aqueous sodium bicarbonate solution (100 mL) was ...